The task is: describe an organic reaction: reactants, conditions, products, and yield. This data is from the Open Reaction Database (ORD), a public repository of structured organic reaction records. Reactants: CO, CC(=O)O, CC(=NO)C(=O)c1ccc(Cl)cc1, NNC(N)=S. Product: CC(=NO)C(=NNC(N)=S)c1ccc(Cl)cc1. As a reaction SMILES: [CH3:19][OH:20].[CH3:21][C:22](=[O:23])[OH:24].[Cl:1][c:2]1[cH:3][cH:4][c:5]([C:8]([C:9]([CH3:10])=[N:11][OH:12])=[O:13])[cH:6][cH:7]1.[NH2:14][NH:15][C:16](=[S:17])[NH2:18]>>[Cl:1][c:2]1[cH:3][cH:4][c:5]([C:8]([C:9]([CH3:10])=[N:11][OH:12])=[N:14][NH:15][C:16](=[S:17])[NH2:18])[cH:6][cH:7]1. Reactants: C(C)OC1=NC2=C(N(C(C1)=O)CC(=O)N(C1=CC=CC=C1)C(C)C)C=CC=C2 (2-(4-ethoxy-2-oxo-2,3-dihydro-benzo[b][1,4]diazepin-1-yl)-N-isopropyl-N-phenyl-acetamide), C(C)OC1=NC2=C(N(C(C1)=O)CC(=O)N(C1=CC=CC=C1)C(C)C)C=CC=C2 (2-(4-ethoxy-2-oxo-2,3-dihydro-benzo[b][1,4]diazepin-1-yl)-N-isopropyl-N-phenyl-acetamide), C(C1=CC=CC=C1)(=O)NN (benzoic acid hydrazide). Run in C(Cl)Cl (methylene chloride), CC(=O)O (AcOH). Reaction conditions: temperature 80 celsius, time 4 hour. Yields the product C(C)(C)N(C(CN1C2=C(N3C(=NN=C3CC1=O)C1=CC=CC=C1)C=CC=C2)=O)C2=CC=CC=C2 (N-isopropyl-2-(5-oxo-1-phenyl-4,5-dihydro-2,3,6,10b-tetraaza-benzo[e]azulen-6-yl)-N-phenyl-acetamide). As a reaction SMILES: C(O[C:4]1[CH2:10][C:9](=[O:11])[N:8]([CH2:12][C:13]([N:15]([CH:22]([CH3:24])[CH3:23])[C:16]2[CH:21]=[CH:20][CH:19]=[CH:18][CH:17]=2)=[O:14])[C:7]2[CH:25]=[CH:26][CH:27]=[CH:28][C:6]=2[N:5]=1)C.[C:29]([NH:37][NH2:38])(=O)[C:30]1[CH:35]=[CH:34][CH:33]=[CH:32][CH:31]=1>CC(O)=O.C(Cl)Cl>[CH:22]([N:15]([C:16]1[CH:17]=[CH:18][CH:19]=[CH:20][CH:21]=1)[C:13](=[O:14])[CH2:12][N:8]1[C:9](=[O:11])[CH2:10][C:4]2[N:5]([C:29]([C:30]3[CH:35]=[CH:34][CH:33]=[CH:32][CH:31]=3)=[N:37][N:38]=2)[C:6]2[CH:28]=[CH:27][CH:26]=[CH:25][C:7]1=2)([CH3:24])[CH3:23]. Procedure: To a solution of 2-(4-ethoxy-2-oxo-2,3-dihydro-benzo[b][1,4]diazepin-1-yl)-N-isopropyl-N-phenyl-acetamide (Preparation 5(B) (71.14 g, 0.187 mol) in 1.04 L of AcOH was added benzoic acid hydrazide (27.28 g, 0.196 mol) in one portion. The reaction was heated to 80° C. and was stirred for 4 hours. The reaction was cooled to room temperature and the AcOH was removed in vacuo to give an off-white solid. The solid was dissolved in 1 L of methylene chloride. The organic solution was washed with 1 L of ... The reactants are N[C@H]1CC=2C=3[C@H](CN(C3C=CC2Br)C(C2=CC=CC=C2)=O)C1 ((2aR, 4R)-4-amino-1-benzoyl-6-bromo-1,2,2a,3,4,5-hexahydrobenz[cd]indole), C(=O)([O-])[O-].[K+].[K+] (K2CO3), C(CC)I (n-propyliodide), CC#N (CH3CN). Yields the product C(C1=CC=CC=C1)(=O)N1C[C@H]2C=3C(=C(C=CC13)Br)C[C@@H](C2)N(CCC)CCC ((2aR, 4R)-1-benzoyl-6-bromo-4(di-n-propylamino)-1,2,2a,3,4,5-hexahydrobenz[cd]indole). As a reaction SMILES: [NH2:1][C@@H:2]1[CH2:22][C@H:6]2[CH2:7][N:8]([C:14](=[O:21])[C:15]3[CH:20]=[CH:19][CH:18]=[CH:17][CH:16]=3)[C:9]3[CH:10]=[CH:11][C:12]([Br:13])=[C:4]([C:5]=32)[CH2:3]1.[C:23]([O-])([O-])=O.[K+].[K+].[CH2:29](I)[CH2:30][CH3:31].[CH3:33][C:34]#N>>[C:14]([N:8]1[C:9]2[CH:10]=[CH:11][C:12]([Br:13])=[C:4]3[CH2:3][C@H:2]([N:1]([CH2:23][CH2:34][CH3:33])[CH2:29][CH2:30][CH3:31])[CH2:22][C@H:6]([C:5]=23)[CH2:7]1)(=[O:21])[C:15]1[CH:16]=[CH:17][CH:18]=[CH:19][CH:20]=1 |f:1.2.3|. Procedure details: A reaction mixture of (2aR, 4R)-4-amino-1-benzoyl-6-bromo-1,2,2a,3,4,5-hexahydrobenz[cd]indole (6.8 g, 0.019 mol), K2CO3 (8.28 g, 0.06 mol) and n-propyliodide (10.2 g, 0.06 mol) in 200 mL of CH3CN was stirred at reflux temperature for 16 h. The reaction mixture was filtered and solvent was evaporated. The residue was dissolved in EtOAc and the solution was extracted with dilute HCl. The acidic solution was made alkaline with concentrated NH4OH. The basic mixture was extracted with EtOAc. The org... Reactants: CC(C)(C)[Mg+], C1CCOC1, CCOC(=O)C(=O)Nc1c(C)c(C)c2c(c1C)C(c1ccc(C(C)C)cc1)CO2, [Cl-]. Yields the product Cc1c(C)c2c(c(C)c1NC(=O)C(=O)C(C)(C)C)C(c1ccc(C(C)C)cc1)CO2. RXN SMILES: [C:31]([CH3:32])([CH3:33])([CH3:34])[Mg+:35].[CH2:36]1[O:37][CH2:38][CH2:39][CH2:40]1.[CH:1]([CH3:2])([CH3:3])[c:4]1[cH:5][cH:6][c:7]([CH:10]2[CH2:11][O:12][c:13]3[c:14]2[c:15]([CH3:29])[c:16]([NH:21][C:22]([C:23](=[O:24])[O:25][CH2:26][CH3:27])=[O:28])[c:17]([CH3:20])[c:18]3[CH3:19])[cH:8][cH:9]1.[Cl-:30]>>[CH:1]([CH3:2])([CH3:3])[c:4]1[cH:5][cH:6][c:7]([CH:10]2[CH2:11][O:12][c:13]3[c:14]2[c:15]([CH3:29])[c:16]([NH:21][C:22]([C:23](=[O:24])[C:31]([CH3:32])([CH3:33])[CH3:34])=[O:28])[c:17]([CH3:20])[c:18]3[CH3:19])[cH:8][cH:9]1. Starting materials: C(=O)NC1[C@@H]2N(C(=C(CS2)\C=C/C=2N=NSC2)C(=O)OCC2=CC=C(C=C2)OC)C1=O (p-methoxybenzyl 7-formylamino-3-[(Z)-2-(1,2,3-thiadiazol-4-yl)vinyl]-3-cephem-4-carboxylate), Cl (hydrochloric acid). Run in CO (methanol). Conditions: time 2 hour. The product is NC1[C@@H]2N(C(=C(CS2)\C=C/C=2N=NSC2)C(=O)OCC2=CC=C(C=C2)OC)C1=O (p-methoxybenzyl 7-amino-3-[(Z)-2-(1,2,3-thiadiazol-4-yl)vinyl]-3-cephem-4-carboxylate). Yield: 37.5%. Reaction SMILES: C([NH:3][CH:4]1[C:30](=[O:31])[N:6]2[C:7]([C:18]([O:20][CH2:21][C:22]3[CH:27]=[CH:26][C:25]([O:28][CH3:29])=[CH:24][CH:23]=3)=[O:19])=[C:8](/[CH:11]=[CH:12]\[C:13]3[N:14]=[N:15][S:16][CH:17]=3)[CH2:9][S:10][C@H:5]12)=O.Cl>CO>[NH2:3][CH:4]1[C:30](=[O:31])[N:6]2[C:7]([C:18]([O:20][CH2:21][C:22]3[CH:23]=[CH:24][C:25]([O:28][CH3:29])=[CH:26][CH:27]=3)=[O:19])=[C:8](/[CH:11]=[CH:12]\[C:13]3[N:14]=[N:15][S:16][CH:17]=3)[CH2:9][S:10][C@H:5]12. Procedure details: The said ester (0.6 g, 1.3 mmol) was dissolved in methanol (10 ml). By addition of concentrated hydrochloric acid (0.1 ml) it was stirred at room temperature for 2 hours. After the solvent was distilled off, a small amount of water was added to the residue and aqueous saturated sodium bicarbonate solution was added to adjust to pH 8-9. It was dissolved by addition of ethyl acetate and the oganic layer was separated. The organic layer was dried and the solvent was dissolved off, and the residue w... Starting materials: ClC1=C(C=C(C(=C1)F)[N+](=O)[O-])C (2-chloro-4-fluoro-5-nitrotoluene), NCC(=O)[O-].[Na+] (sodium glycinate). Run in CN(C)C=O (DMF), O (water). Reaction conditions: temperature 70 celsius, time 8 hour. Product: [Na+].ClC=1C(=CC(=C(C1)NCC(=O)[O-])[N+](=O)[O-])C (N-(5′-Chloro-4′-methyl-2′-nitrophenyl)glycine sodium salt). Reaction SMILES: [Cl:1][C:2]1[CH:7]=[C:6](F)[C:5]([N+:9]([O-:11])=[O:10])=[CH:4][C:3]=1[CH3:12].[NH2:13][CH2:14][C:15]([O-:17])=[O:16].[Na+:18]>CN(C=O)C.O>[Na+:18].[Cl:1][C:2]1[C:3]([CH3:12])=[CH:4][C:5]([N+:9]([O-:11])=[O:10])=[C:6]([NH:13][CH2:14][C:15]([O-:17])=[O:16])[CH:7]=1 |f:1.2,5.6|. Reported procedure: To a stirred solution of 2-chloro-4-fluoro-5-nitrotoluene (2.080 g, 10.97 mmol, as prepared above) in DMF (11.0 mL) at 70° C., was added dropwise, a solution of sodium glycinate (1.065 g, 10.97 mmol, Aldrich, used as received) in water (11.0 mL). The resulting suspension was stirred overnight at 70° C., cooled to room temperature, and the resulting red solid was filtered, washed with acetone (35 mL), and dried under vacuum to give 1.005 g (37%) of the pure (1H NMR) title compound as a red powder... Isolated yield 70.9%. Procedure details: To a solution of the mixture of (R)-N-((R)-2-(6-bromo-3-fluoropyridin-2-yl)-1,1-difluoro-4-hydroxybutan-2-yl)-2-methylpropane-2-sulfinamide and (R)-N-((S)-2-(6-bromo-3-fluoropyridin-2-yl)-1,1-difluoro-4-hydroxybutan-2-yl)-2-methylpropane-2-sulfinamide (0.17 g, 0.422 mmol) in DCM (2.1 ml) was added Dess-Martin periodinane (0.215 g, 0.506 mmol). The reaction mixture was stirred at RT. After 1 h, the mixture was diluted with water and extracted with DCM three times. The organic layer was washed wit... RXN SMILES: [Br:1][C:2]1[N:7]=[C:6]([C@:8]([NH:15][S@@:16]([C:18]([CH3:21])([CH3:20])[CH3:19])=[O:17])([CH2:12][CH2:13][OH:14])[CH:9]([F:11])[F:10])[C:5]([F:22])=[CH:4][CH:3]=1.BrC1N=C([C@@](N[S@@](C(C)(C)C)=O)(CCO)C(F)F)C(F)=CC=1.CC(OI1(OC(C)=O)(OC(C)=O)OC(=O)C2C=CC=CC1=2)=O.BrC1N=C([C@](N[S@@](C(C)(C)C)=O)(CC=O)C(F)F)C(F)=CC=1>C(Cl)Cl.O>[Br:1][C:2]1[N:7]=[C:6]([C@@:8]([NH:15][S@@:16]([C:18]([CH3:20])([CH3:19])[CH3:21])=[O:17])([CH2:12][CH:13]=[O:14])[CH:9]([F:11])[F:10])[C:5]([F:22])=[CH:4][CH:3]=1. Starting materials: CC(=O)OI1(C=2C=CC=CC2C(=O)O1)(OC(=O)C)OC(=O)C (Dess-Martin periodinane), BrC1=CC=C(C(=N1)[C@@](C(F)F)(CC=O)N[S@](=O)C(C)(C)C)F ((R)-N-((R)-2-(6-bromo-3-fluoropyridin-2-yl)-1,1-difluoro-4-oxobutan-2-yl)-2-methylpropane-2-sulfinamide), BrC1=CC=C(C(=N1)[C@@](C(F)F)(CCO)N[S@](=O)C(C)(C)C)F ((R)-N-((R)-2-(6-bromo-3-fluoropyridin-2-yl)-1,1-difluoro-4-hydroxybutan-2-yl)-2-methylpropane-2-sulfinamide), BrC1=CC=C(C(=N1)[C@](C(F)F)(CCO)N[S@](=O)C(C)(C)C)F ((R)-N-((S)-2-(6-bromo-3-fluoropyridin-2-yl)-1,1-difluoro-4-hydroxybutan-2-yl)-2-methylpropane-2-sulfinamide). Product: BrC1=CC=C(C(=N1)[C@](C(F)F)(CC=O)N[S@](=O)C(C)(C)C)F ((R)-N-((S)-2-(6-bromo-3-fluoropyridin-2-yl)-1,1-difluoro-4-oxobutan-2-yl)-2-methylpropane-2-sulfinamide). Reaction conditions: time 1 hour. Solvent: C(Cl)Cl (DCM), O (water).